This data is from the Open Reaction Database (ORD), a public repository of structured organic reaction records. The task is: describe an organic reaction: reactants, conditions, products, and yield Starting materials: Cl.NC1COCCC1 (3-aminotetrahydropyran hydrochloride), N=1ON=C2C1C=CC(=C2)C(=O)Cl ([2,1,3]-benzoxadiazole-5-carbonylchloride). Yields the product O1CC(CCC1)NC(=O)C1=CC=2C(=NON2)C=C1 (N-(Tetrahydro-2H-pyran-3-yl)-[2,1,3]-benzoxadiazole-5-carboxamide). RXN SMILES: Cl.[NH2:2][CH:3]1[CH2:8][CH2:7][CH2:6][O:5][CH2:4]1.[N:9]1[O:10][N:11]=[C:12]2[CH:17]=[C:16]([C:18](Cl)=[O:19])[CH:15]=[CH:14][C:13]=12>>[O:5]1[CH2:6][CH2:7][CH2:8][CH:3]([NH:2][C:18]([C:16]2[CH:15]=[CH:14][C:13]3=[N:9][O:10][N:11]=[C:12]3[CH:17]=2)=[O:19])[CH2:4]1 |f:0.1|. Reported procedure: N-(Tetrahydro-2H-pyran-3-yl)-[2,1,3]-benzoxadiazole-5-carboxamide was prepared from 3-aminotetrahydropyran hydrochloride and [2,1,3]-benzoxadiazole-5-carbonylchloride using the procedure described for Example 7. Mp=204-205° C., 1H NMR (300 MHz, CDCl3) δ 8.24-8.10 (m, 1H), 7.93 (dd, 1H, J=9.0 and 0.9 Hz); 7.84 (dd, 1H, J=9.0 and 1.2 Hz); 6.70-6.60 (m, NH, 1H); 4.24-4.22 (m, 1H), 3.86-3.60 (m, 4H) and 1.97-1.61 ppm (m, 4H). Starting materials: CC(C)(C)OC(=O)N1CCCCC1CCO, CCCCc1nnc(Cl)cc1-c1ccc(OC2CCCCC2)cc1, CCOC(C)=O, [H-], [Na+], CN(C)C=O, O. Product: CCCCc1nnc(OCCC2CCCCN2C(=O)OC(C)(C)C)cc1-c1ccc(OC2CCCCC2)cc1. As a reaction SMILES: [C:1]([CH3:2])([CH3:3])([CH3:4])[O:5][C:6](=[O:7])[N:8]1[CH:9]([CH2:14][CH2:15][OH:16])[CH2:10][CH2:11][CH2:12][CH2:13]1.[CH2:19]([CH2:20][CH2:21][CH3:22])[c:23]1[n:24][n:25][c:26]([Cl:42])[cH:27][c:28]1-[c:29]1[cH:30][cH:31][c:32]([O:35][CH:36]2[CH2:37][CH2:38][CH2:39][CH2:40][CH2:41]2)[cH:33][cH:34]1.[CH3:49][CH2:50][O:51][C:52](=[O:53])[CH3:54].[H-:17].[Na+:18].[O:44]=[CH:45][N:46]([CH3:47])[CH3:48].[OH2:43]>>[C:1]([CH3:2])([CH3:3])([CH3:4])[O:5][C:6](=[O:7])[N:8]1[CH:9]([CH2:14][CH2:15][O:16][c:26]2[n:25][n:24][c:23]([CH2:19][CH2:20][CH2:21][CH3:22])[c:28](-[c:29]3[cH:30][cH:31][c:32]([O:35][CH:36]4[CH2:37][CH2:38][CH2:39][CH2:40][CH2:41]4)[cH:33][cH:34]3)[cH:27]2)[CH2:10][CH2:11][CH2:12][CH2:13]1. Starting materials: FC(C=1C=C(C=C(C1)C(F)(F)F)[C@@H]1[C@@H](N(C(O1)=O)CC1=C(C=CC(=C1)C(F)(F)F)C1=C(C=CC(=C1)B1OC(C(O1)(C)C)(C)C)OC)C)(F)F ((4S,5R)-5-[3,5-bis(trifluoromethyl)phenyl]-3-{[2′-methoxy-5′-(4,4,5,5-tetramethyl-1,3,2-dioxaborolan-2-yl)-4-(trifluoromethyl)biphenyl-2-yl]methyl}-4-methyl-1,3-oxazolidin-2-one), BrC1=C(C=C(C(=O)OC)C=C1)C (methyl 4-bromo-3-methylbenzoate), [OH-].[K+] (potassium hydroxide). Reagents/catalysts: ClCCl.[Pd](Cl)Cl.C1(=CC=CC=C1)P([C-]1C=CC=C1)C1=CC=CC=C1.[C-]1(C=CC=C1)P(C1=CC=CC=C1)C1=CC=CC=C1.[Fe+2] (1,1′-bis(diphenylphosphino)ferrocene-palladium dichloride dichloromethane). Yields the product FC(C=1C=C(C=C(C1)C(F)(F)F)[C@@H]1[C@@H](N(C(O1)=O)CC1=C(C=CC(=C1)C(F)(F)F)C=1C=C(C=CC1OC)C1=C(C=C(C=C1)C(=O)OC)C)C)(F)F (methyl 2″-({(4S,5R)-5-[3,5-bis(trifluoromethyl)phenyl]-4-methyl-2-oxo-1,3-oxazolidin-3-yl}methyl)-4′-methoxy-2-methyl-4″-(trifluoromethyl)-1,1′:3′,1″-terphenyl-4-carboxylate). As a reaction SMILES: [F:1][C:2]([F:49])([F:48])[C:3]1[CH:4]=[C:5]([C@H:13]2[O:17][C:16](=[O:18])[N:15]([CH2:19][C:20]3[CH:25]=[C:24]([C:26]([F:29])([F:28])[F:27])[CH:23]=[CH:22][C:21]=3[C:30]3[CH:35]=[C:34](B4OC(C)(C)C(C)(C)O4)[CH:33]=[CH:32][C:31]=3[O:45][CH3:46])[C@H:14]2[CH3:47])[CH:6]=[C:7]([C:9]([F:12])([F:11])[F:10])[CH:8]=1.Br[C:51]1[CH:60]=[CH:59][C:54]([C:55]([O:57][CH3:58])=[O:56])=[CH:53][C:52]=1[CH3:61].[OH-].[K+]>ClCCl.[Pd](Cl)Cl.C1(P(C2C=CC=CC=2)[C-]2C=CC=C2)C=CC=CC=1.[C-]1(P(C2C=CC=CC=2)C2C=CC=CC=2)C=CC=C1.[Fe+2]>[F:1][C:2]([F:48])([F:49])[C:3]1[CH:4]=[C:5]([C@H:13]2[O:17][C:16](=[O:18])[N:15]([CH2:19][C:20]3[CH:25]=[C:24]([C:26]([F:28])([F:27])[F:29])[CH:23]=[CH:22][C:21]=3[C:30]3[CH:35]=[C:34]([C:51]4[CH:60]=[CH:59][C:54]([C:55]([O:57][CH3:58])=[O:56])=[CH:53][C:52]=4[CH3:61])[CH:33]=[CH:32][C:31]=3[O:45][CH3:46])[C@H:14]2[CH3:47])[CH:6]=[C:7]([C:9]([F:12])([F:10])[F:11])[CH:8]=1 |f:2.3,4.5.6.7.8|. Reported procedure: A mixture of (4S,5R)-5-[3,5-bis(trifluoromethyl)phenyl]-3-{[2′-methoxy-5′-(4,4,5,5-tetramethyl-1,3,2-dioxaborolan-2-yl)-4-(trifluoromethyl)biphenyl-2-yl]methyl}-4-methyl-1,3-oxazolidin-2-one (60 mg, 0.085 mmol), methyl 4-bromo-3-methylbenzoate (29 mg, 0.128 mmol), 1,1′-bis(diphenylphosphino)ferrocene-palladium dichloride dichloromethane adduct (28 mg, 30%), aqueous potassium hydroxide (57 μL, 3M, 0.171 mmol) and 1,4-dine (1 mL) was placed in a sealed tube and subjected to microwave irradiation a... Starting materials: B(Br)(Br)Br (boron tribromide), COC1=C2CCCC(C2=CC=C1)=O (5-methoxy-1-tetralone), CO (methanol). Solvent: C(Cl)Cl (methylene chloride), C(Cl)Cl (methylene chloride). Run at temperature -78 celsius, time 30 minute. Yields the product OC1=C2CCCC(C2=CC=C1)=O (5-Hydroxy-1-tetralone). As a reaction SMILES: C[O:2][C:3]1[CH:12]=[CH:11][CH:10]=[C:9]2[C:4]=1[CH2:5][CH2:6][CH2:7][C:8]2=[O:13].B(Br)(Br)Br.CO>C(Cl)Cl>[OH:2][C:3]1[CH:12]=[CH:11][CH:10]=[C:9]2[C:4]=1[CH2:5][CH2:6][CH2:7][C:8]2=[O:13]. Procedure details: 1 mol of 5-methoxy-1-tetralone are dissolved in 5 l of methylene chloride and the solution is cooled to -78° C. 500 ml of boron tribromide in 2.3 l of methylene chloride are added dropwise to this solution. The mixture is stirred at -78° C. for 30 minutes and then at 0° C. for 2.5 hours and cooled again to -78° C., and 3 l of methanol are slowly added dropwise. The mixture is evaporated, the residue is taken up in methylene chloride and the mixture is extracted 3 times with 10% strength sodium h... Reactants: CCO, CCOC(C)(OCC)P(=O)(CC(O)CCl)OCC, N. Yields the product CCOC(C)(OCC)P(=O)(CC(O)CN)OCC. As a reaction SMILES: [CH3:20][CH2:21][OH:22].[Cl:1][CH2:2][CH:3]([CH2:4][P:5]([O:6][CH2:7][CH3:8])(=[O:9])[C:10]([CH3:11])([O:12][CH2:13][CH3:14])[O:15][CH2:16][CH3:17])[OH:18].[NH3:19]>>[CH2:2]([CH:3]([CH2:4][P:5]([O:6][CH2:7][CH3:8])(=[O:9])[C:10]([CH3:11])([O:12][CH2:13][CH3:14])[O:15][CH2:16][CH3:17])[OH:18])[NH2:19]. Starting materials: N1=CC=C(C=C1)C1=C(NN=C1)C1=CC=C(C=C1)CCC1=NC2=CC=CC=C2C=C1 (2-{2-[4-(4-Pyridin4-yl-2H-pyrazol-3-yl)-phenyl]-ethyl}-quinoline), ClC1=NC=CC(=C1)CC(=O)C1=CC=C(C=C1)OCC1=NC2=CC=CC=C2C=C1 (2-(2-Chloro-pyridin-4-yl)-1-[4-(quinolin-2-ylmethoxy)-phenyl]-ethanone). The product is ClC1=NC=CC(=C1)C=1C(=NNC1)C1=CC=C(OCC2=NC3=CC=CC=C3C=C2)C=C1 (2-{4-[4-(2-Chloro-pyridin-4-yl)-1H-pyrazol-3-yl]-phenoxymethyl}-quinoline). Reaction SMILES: N1C=CC(C2C=[N:10][NH:9][C:8]=2C2C=CC(CCC3C=CC4C(=CC=CC=4)N=3)=CC=2)=CC=1.[Cl:30][C:31]1[CH:36]=[C:35]([CH2:37][C:38]([C:40]2[CH:45]=[CH:44][C:43]([O:46][CH2:47][C:48]3[CH:57]=[CH:56][C:55]4[C:50](=[CH:51][CH:52]=[CH:53][CH:54]=4)[N:49]=3)=[CH:42][CH:41]=2)=O)[CH:34]=[CH:33][N:32]=1>>[Cl:30][C:31]1[CH:36]=[C:35]([C:37]2[C:38]([C:40]3[CH:45]=[CH:44][C:43]([O:46][CH2:47][C:48]4[CH:57]=[CH:56][C:55]5[C:50](=[CH:51][CH:52]=[CH:53][CH:54]=5)[N:49]=4)=[CH:42][CH:41]=3)=[N:10][NH:9][CH:8]=2)[CH:34]=[CH:33][N:32]=1. Procedure: Following the procedure for the preparation of 2-{2-[4-(4-Pyridin4-yl-2H-pyrazol-3-yl)-phenyl]-ethyl}-quinoline but substituting 2-(2-Chloro-pyridin-4-yl)-1-[4-(quinolin-2-ylmethoxy)-phenyl]-ethanone provided the title compound. 1H NMR (400 MHz, CDCl3) δ 8.23 (m, 2 H), 8.08 (d, J=8.7 Hz, 1 H), 7.83 (d, J=8.3 Hz, 1 H), 7.80 (s, 1H), 7.75 (t, J=7.1 Hz, 1 H), 7.67 (d, J=8.3 Hz, 1H), 7.57 (t, J=7.1 Hz, 1 H), 7.33 (d, J=9.1 Hz, 2H), 7.05 (m, 4H), 5.40 (s, 2H); MS: (M+H m/z=413.1). Product: CN1CCC(n2ccc3cc(NC(=N)c4cccs4)ccc32)CC1. As a reaction SMILES: [CH3:19][S:20][C:21](=[NH:22])[c:23]1[s:24][cH:25][cH:26][cH:27]1.[CH3:1][N:2]1[CH2:3][CH2:4][CH:5]([n:8]2[cH:9][cH:10][c:11]3[cH:12][c:13]([NH2:17])[cH:14][cH:15][c:16]23)[CH2:6][CH2:7]1.[CH3:28][CH2:29][OH:30].[IH:18]>>[CH3:1][N:2]1[CH2:3][CH2:4][CH:5]([n:8]2[cH:9][cH:10][c:11]3[cH:12][c:13]([NH:17][C:21](=[NH:22])[c:23]4[s:24][cH:25][cH:26][cH:27]4)[cH:14][cH:15][c:16]23)[CH2:6][CH2:7]1. The reactants are CSC(=N)c1cccs1, CN1CCC(n2ccc3cc(N)ccc32)CC1, CCO, I.